Dataset: the Open Reaction Database (ORD), a public repository of structured organic reaction records. Task: describe an organic reaction: reactants, conditions, products, and yield Reactants: CCCCP(CCCC)CCCC, CCOC(=O)C(Cc1ccc(O)cc1)OCC, O=C(N=NC(=O)N1CCCCC1)N1CCCCC1, c1ccccc1, OCC=C(c1ccc(-c2ccco2)cc1)c1ccc(-c2ccco2)cc1. Yields the product CCOC(=O)C(Cc1ccc(OCC=C(c2ccc(-c3ccco3)cc2)c2ccc(-c3ccco3)cc2)cc1)OCC. Reaction SMILES: [CH2:27]([P:28]([CH2:29][CH2:30][CH2:31][CH3:32])[CH2:33][CH2:34][CH2:35][CH3:36])[CH2:37][CH2:38][CH3:39].[CH2:40]([CH3:41])[O:42][C:43]([CH:44]([CH2:45][c:46]1[cH:47][cH:48][c:49]([OH:52])[cH:50][cH:51]1)[O:53][CH2:54][CH3:55])=[O:56].[N:57]([C:58]([N:59]1[CH2:60][CH2:61][CH2:62][CH2:63][CH2:64]1)=[O:65])=[N:66][C:67]([N:68]1[CH2:69][CH2:70][CH2:71][CH2:72][CH2:73]1)=[O:74].[cH:75]1[cH:76][cH:77][cH:78][cH:79][cH:80]1.[o:1]1[c:2](-[c:6]2[cH:7][cH:8][c:9]([C:12](=[CH:13][CH2:14][OH:15])[c:16]3[cH:17][cH:18][c:19](-[c:22]4[o:23][cH:24][cH:25][cH:26]4)[cH:20][cH:21]3)[cH:10][cH:11]2)[cH:3][cH:4][cH:5]1>>[o:1]1[c:2](-[c:6]2[cH:7][cH:8][c:9]([C:12](=[CH:13][CH2:14][O:15][c:49]3[cH:48][cH:47][c:46]([CH2:45][CH:44]([C:43]([O:42][CH2:40][CH3:41])=[O:56])[O:53][CH2:54][CH3:55])[cH:51][cH:50]3)[c:16]3[cH:17][cH:18][c:19](-[c:22]4[o:23][cH:24][cH:25][cH:26]4)[cH:20][cH:21]3)[cH:10][cH:11]2)[cH:3][cH:4][cH:5]1. Reaction SMILES: [CH:1]1([CH:4]([N:6]2[C:15](=[O:16])[C:14]3[C:9](=[N:10][C:11](F)=[C:12]([CH3:17])[CH:13]=3)[C:7]2=[O:8])[CH3:5])[CH2:3][CH2:2]1.[O-]C#[N:21].[K+].CN(C=O)C>O>[CH:1]1([CH:4]([N:6]2[C:15](=[O:16])[C:14]3[C:9](=[N:10][C:11]([NH2:21])=[C:12]([CH3:17])[CH:13]=3)[C:7]2=[O:8])[CH3:5])[CH2:3][CH2:2]1 |f:1.2|. Solvent: O (water). The reactants are C1(CC1)C(C)N1C(=O)C2=NC(=C(C=C2C1=O)C)F (N-1-(cyclopropyl)ethyl-6-fluoro-5-methylpyridine-2,3-dicarboximide), [O-]C#N.[K+] (potassium cyanate), CN(C)C=O (DMF). Reported procedure: 6.3 g (0.0254 mol) of N-1-(cyclopropyl)ethyl-6-fluoro-5-methylpyridine-2,3-dicarboximide and 4.1 g (0.051 mol) of potassium cyanate were introduced into a mixture of 50 ml of DMF and 1 ml of water at 25° C. with stirring and then stirred at 125° C. for 30 minutes. After concentrating the reaction mixture under reduced pressure, the residue was stirred in succession with methyl tert-butyl ether and with water. Insoluble matter was filtered off with suction, washed with methyl tert-butyl ether and... Product: C1(CC1)C(C)N1C(=O)C2=NC(=C(C=C2C1=O)C)N (N-1-(Cyclopropyl)ethyl-6-amino-5-methylpyridine-2,3-dicarboximide). The reactants are FC1=C(C=CC=C1F)C=1C=C2C(=CN1)NN=C2N (5-(2,3-Difluorophenyl)-1H-pyrazolo[3,4-c]pyridin-3-ylamine), C(C(C)C)(=O)Cl (isobutyryl chloride). Run in N1=CC=CC=C1 (pyridine), CO (methanol), ClCCl (dichloromethane). Product: FC1=C(C=CC=C1F)C=1C=C2C(=CN1)NN=C2NC(C(C)C)=O (N-[5-(2,3-Difluorophenyl)-1H-pyrazolo[3,4-c]pyridin-3-yl]isobutyramide). Reaction SMILES: [F:1][C:2]1[C:7]([F:8])=[CH:6][CH:5]=[CH:4][C:3]=1[C:9]1[CH:10]=[C:11]2[C:17]([NH2:18])=[N:16][NH:15][C:12]2=[CH:13][N:14]=1.[C:19](Cl)(=[O:23])[CH:20]([CH3:22])[CH3:21]>N1C=CC=CC=1.CO.ClCCl>[F:1][C:2]1[C:7]([F:8])=[CH:6][CH:5]=[CH:4][C:3]=1[C:9]1[CH:10]=[C:11]2[C:17]([NH:18][C:19](=[O:23])[CH:20]([CH3:22])[CH3:21])=[N:16][NH:15][C:12]2=[CH:13][N:14]=1. Procedure: 5-(2,3-Difluorophenyl)-1H-pyrazolo[3,4-c]pyridin-3-ylamine (Description 3; 100 mg, 0.41 mmol) was reacted with isobutyryl chloride (43 uL, 0.41 mmol) in pyridine (0.5 mL) in a manner analogous to that described in Example 1. Chromatography on silica gel using 4% v/v methanol in dichloromethane as eluent afforded the title compound as a solid. Starting materials: C(C1=CC=CC=C1)(=O)C=1C=C(C(=O)O)C=CC1 (3-Benzoylbenzoic acid), C(C(=O)Cl)(=O)Cl (oxalyl chloride), CN(C=O)C (N,N-dimethylformamide). Run in ClCCl (dichloromethane). Conditions: time 8 hour. Yields the product C(C1=CC=CC=C1)(=O)C=1C=C(C(=O)Cl)C=CC1 (3-benzoylbenzoyl chloride). RXN SMILES: [C:1]([C:9]1[CH:10]=[C:11]([CH:15]=[CH:16][CH:17]=1)[C:12](O)=[O:13])(=[O:8])[C:2]1[CH:7]=[CH:6][CH:5]=[CH:4][CH:3]=1.C(Cl)(=O)C([Cl:21])=O.CN(C)C=O>ClCCl>[C:1]([C:9]1[CH:10]=[C:11]([CH:15]=[CH:16][CH:17]=1)[C:12]([Cl:21])=[O:13])(=[O:8])[C:2]1[CH:7]=[CH:6][CH:5]=[CH:4][CH:3]=1. Procedure: 3-Benzoylbenzoic acid (226 mg, 1.0 mmol) in dichloromethane (1.5 mL) was treated with a solution of oxalyl chloride (1.5 mL of 2 M in dichloromethane, 3 mmol) and a catalytic amount of N,N-dimethylformamide. The reaction was stirred overnight at ambient temperature. The excess oxalyl chloride was removed in vacuo to afford 3-benzoylbenzoyl chloride. The reactants are CC1=C(C(CC=C1)(C)C)C(CC=C)(CC=C)O (2,6,6-trimethyl-1-[4-hydroxy-hepta-1,6-dien-4-yl]-cyclohexa-1,3-diene), CC(C)([O-])C.[K+] (potassium tert-butoxide). Run in CN(C)C=O (DMF). Product: C/C=C/C(=O)C1=C(C=CCC1(C)C)C (β-Damascenone). Yield: 80.0%. As a reaction SMILES: [CH3:1][C:2]1[CH:7]=[CH:6][CH2:5][C:4]([CH3:9])([CH3:8])[C:3]=1[C:10]([OH:17])(CC=C)[CH2:11][CH:12]=[CH2:13].CC(C)([O-])C.[K+]>CN(C=O)C>[CH3:13]/[CH:12]=[CH:11]/[C:10]([C:3]1[C:4]([CH3:9])([CH3:8])[CH2:5][CH:6]=[CH:7][C:2]=1[CH3:1])=[O:17] |f:1.2|. Procedure details: 11.6 g (0.05M) of 2,6,6-trimethyl-1-[4-hydroxy-hepta-1,6-dien-4-yl]-cyclohexa-1,3-diene were treated as indicated in the preceding example with 8.6 g (0.075M) of potassium tert-butoxide in 50 ml of DMF. β-Damascenone was obtained in 80% yield (7.1 g). The reactants are O=C([O-])[O-], CS(C)=O, [Cs+], [Cs+], CC(=O)Nc1c([N+](=O)[O-])cc(F)cc1C(F)(F)F, O, O=Cc1ccc(O)cc1. Product: CC(=O)Nc1c([N+](=O)[O-])cc(Oc2ccc(C=O)cc2)cc1C(F)(F)F. As a reaction SMILES: [C:19](=[O:20])([O-:21])[O-:22].[CH3:35][S:36]([CH3:37])=[O:38].[Cs+:23].[Cs+:24].[F:1][c:2]1[cH:3][c:4]([N+:16](=[O:17])[O-:18])[c:5]([NH:12][C:13]([CH3:14])=[O:15])[c:6]([C:8]([F:9])([F:10])[F:11])[cH:7]1.[OH2:34].[OH:25][c:26]1[cH:27][cH:28][c:29]([CH:30]=[O:31])[cH:32][cH:33]1>>[c:2]1([O:25][c:26]2[cH:27][cH:28][c:29]([CH:30]=[O:31])[cH:32][cH:33]2)[cH:3][c:4]([N+:16](=[O:17])[O-:18])[c:5]([NH:12][C:13]([CH3:14])=[O:15])[c:6]([C:8]([F:9])([F:10])[F:11])[cH:7]1.